This data is from the Open Reaction Database (ORD), a public repository of structured organic reaction records. The task is: describe an organic reaction: reactants, conditions, products, and yield The reactants are BrCC(=O)C=1C=NC=CC1C (2-bromo-1-(4-methylpyridin-3-yl)ethanone), CC1=C(C=C(C=C1)[N+](=O)[O-])C(N)=S (2-methyl-5-nitrobenzenecarbothioamide). Product: CC1=C(C=NC=C1)C=1N=C(SC1)C1=C(C=CC(=C1)[N+](=O)[O-])C (4-methyl-3-[2-(2-methyl-5-nitrophenyl)-1,3-thiazol-4-yl]pyridine). As a reaction SMILES: Br[CH2:2][C:3]([C:5]1[CH:6]=[N:7][CH:8]=[CH:9][C:10]=1[CH3:11])=O.[CH3:12][C:13]1[CH:18]=[CH:17][C:16]([N+:19]([O-:21])=[O:20])=[CH:15][C:14]=1[C:22](=[S:24])[NH2:23]>>[CH3:11][C:10]1[CH:9]=[CH:8][N:7]=[CH:6][C:5]=1[C:3]1[N:23]=[C:22]([C:14]2[CH:15]=[C:16]([N+:19]([O-:21])=[O:20])[CH:17]=[CH:18][C:13]=2[CH3:12])[S:24][CH:2]=1. Procedure details: By the reaction in the same manner as in Example 25-ii) using 2-methyl-5-nitrobenzonitrile (1.25 g), 2-methyl-5-nitrobenzenecarbothioamide was obtained as a yellow powder. Then, by the reaction in the same manner as in Example 25-iii) using 2-bromo-1-(4-methylpyridin-3-yl)ethanone hydrobromate (1.35 g) and 2-methyl-5-nitrobenzenecarbothioamide, the title compound (460 mg) was obtained as colorless needle crystals.